This data is from the Open Reaction Database (ORD), a public repository of structured organic reaction records. The task is: describe an organic reaction: reactants, conditions, products, and yield Reactants: CCCCOC(=O)Cl, ClCCl, c1ccc(N2CCCC2)nc1, O=C(O)CC(O)(CC(=O)O)C(=O)O, CC(C)Cc1cc(-c2cccc(Cn3cccn3)c2)c(S(=O)(=O)NC(C)(C)C)s1. The product is CCCCOC(=O)NS(=O)(=O)c1sc(CC(C)C)cc1-c1cccc(Cn2cccn2)c1. Reaction SMILES: [Cl:41][C:42](=[O:43])[O:44][CH2:45][CH2:46][CH2:47][CH3:48].[Cl:62][CH2:63][Cl:64].[N:30]1([c:31]2[cH:32][cH:33][cH:34][cH:35][n:36]2)[CH2:37][CH2:38][CH2:39][CH2:40]1.[OH:49][C:50]([CH2:51][C:52]([C:53](=[O:54])[OH:55])([CH2:56][C:57](=[O:58])[OH:59])[OH:60])=[O:61].[n:1]1([CH2:6][c:7]2[cH:8][c:9](-[c:13]3[c:14]([S:22](=[O:23])(=[O:24])[NH:25][C:26]([CH3:27])([CH3:28])[CH3:29])[s:15][c:16]([CH2:18][CH:19]([CH3:20])[CH3:21])[cH:17]3)[cH:10][cH:11][cH:12]2)[n:2][cH:3][cH:4][cH:5]1>>[n:1]1([CH2:6][c:7]2[cH:8][c:9](-[c:13]3[c:14]([S:22](=[O:23])(=[O:24])[NH:25][C:42](=[O:43])[O:44][CH2:45][CH2:46][CH2:47][CH3:48])[s:15][c:16]([CH2:18][CH:19]([CH3:20])[CH3:21])[cH:17]3)[cH:10][cH:11][cH:12]2)[n:2][cH:3][cH:4][cH:5]1. Starting materials: solution, C(C(C)C)[Mg]Cl (isobutylmagnesium chloride), CCOCC (ether), C(C)(C)(C)OC(=O)N[C@H]([C@H](C=O)OC(C)=O)CC1=CC=CC=C1 ((2R,3S)-N-[(tert-Butyloxy)carbonyl]-3-amino-2-acetoxy-4-phenylbutanal), CCOCC (ether). Solvent: CO.O (MeOH H2O). Reaction conditions: time 2 hour. The product is C(C)(C)(C)OC(=O)N[C@@H](CC1=CC=CC=C1)[C@H]([C@H](C(CC)C)O)O ((2S,3R,4S)-N-[(tert-Butyloxy)carbonyl]-2-amino-1-phenyl-3,4-dihydroxy-5-methylheptane). As a reaction SMILES: [C:1]([O:5][C:6]([NH:8][C@@H:9]([CH2:17][C:18]1[CH:23]=[CH:22][CH:21]=[CH:20][CH:19]=1)[C@@H:10]([O:13]C(=O)C)[CH:11]=[O:12])=[O:7])([CH3:4])([CH3:3])[CH3:2].C([Mg]Cl)[CH:25]([CH3:27])[CH3:26].[CH3:30]COCC>CO.O>[C:1]([O:5][C:6]([NH:8][C@H:9]([C@@H:10]([OH:13])[C@@H:11]([OH:12])[CH:25]([CH3:26])[CH2:27][CH3:30])[CH2:17][C:18]1[CH:19]=[CH:20][CH:21]=[CH:22][CH:23]=1)=[O:7])([CH3:2])([CH3:3])[CH3:4] |f:3.4|. Procedure: The title compound of Step 1 was dissolved to -70° C. this solution was added 13 mL (26 mmol) of a 2.0M solution of isobutylmagnesium chloride in ether and the stirred mixture was allowed to warm to room temperature and stir for 2 hrs. After decomposition with MeOH/H2O the mixture was diluted with ether, washed with saturated NH4Cl solution twice and dried with magnesium sulfate and the solvents evaporated under vacuum. The residue was allowed to stand overnight in 80% NeOH-H2O containing excess... Starting materials: CCCCCCCCCCCCCCCCCCN, O=[N+]([O-])c1ccc(F)cc1. Yields the product CCCCCCCCCCCCCCCCCCNc1ccc([N+](=O)[O-])cc1. Reaction SMILES: [CH2:11]([CH2:12][CH2:13][CH2:14][CH2:15][CH2:16][CH2:17][CH2:18][CH2:19][CH2:20][CH2:21][CH2:22][CH2:23][CH2:24][CH2:25][CH2:26][CH2:27][CH3:28])[NH2:29].[F:1][c:2]1[cH:3][cH:4][c:5]([N+:8](=[O:9])[O-:10])[cH:6][cH:7]1>>[c:2]1([NH:29][CH2:11][CH2:12][CH2:13][CH2:14][CH2:15][CH2:16][CH2:17][CH2:18][CH2:19][CH2:20][CH2:21][CH2:22][CH2:23][CH2:24][CH2:25][CH2:26][CH2:27][CH3:28])[cH:3][cH:4][c:5]([N+:8](=[O:9])[O-:10])[cH:6][cH:7]1. Starting materials: C(C)(C)(C)OC(N(C)C)OC(C)(C)C (N,N-dimethylformamide di(tert-butyl)acetal), C=1N=CN2C1C=CC(=C2)C(=O)O (imidazo[1,5-a]pyridine-6-carboxylic acid), C(C)(C)(C)OC(N(C)C)OC(C)(C)C (N,N-dimethylformamide di(tert-butyl)acetal). The solvent is CN(C=O)C (dimethylformamide), C1(=CC=CC=C1)C (toluene). Reaction conditions: temperature 90 celsius. Product: C=1N=CN2C1C=CC(=C2)C(=O)OC(C)(C)C (tert-butyl imidazo[1,5-a]pyridine-6-carboxylate). Reaction SMILES: C([O:5][CH:6]([O:10][C:11]([CH3:14])([CH3:13])[CH3:12])N(C)C)(C)(C)C.[CH:15]1[N:16]=[CH:17][N:18]2[CH:23]=[C:22](C(O)=O)[CH:21]=[CH:20][C:19]=12>CN(C)C=O.C1(C)C=CC=CC=1>[CH:15]1[N:16]=[CH:17][N:18]2[CH:23]=[C:22]([C:6]([O:10][C:11]([CH3:12])([CH3:13])[CH3:14])=[O:5])[CH:21]=[CH:20][C:19]=12. Reported procedure: 3.37 ml (14.06 mmol) of N,N-dimethylformamide di(tert-butyl)acetal are added to 570 mg (3.52 mmol) of imidazo[1,5-a]pyridine-6-carboxylic acid [described in Bioorg. Med. Chem. Lett., (2002), 12(3), 465-470] in a mixture of 5 ml of dimethylformamide and 5 ml of toluene and the mixture is heated at 90° C. for 6 hours. 3.37 ml (14.06 mmol) of N,N-dimethylformamide di(tert-butyl)acetal are again added to the reaction medium and the mixture is heated at 90° C. for a further 4 hours. The reaction medi... The product is FC1=CC=C(C=C1)C1=CC=C(C=C1)[C@H](C)N1C(O[C@@](CC1)(CCN1CC(NCC1)=O)C1=CC=C(C=C1)F)=O ((R)-3-((S)-1-(4′-fluorobiphenyl-4-yl)ethyl)-6-(4-fluorophenyl)-6-(2-(3-oxopiperazin-1-yl)ethyl)-1,3-oxazinan-2-one). Procedure: The title compound was prepared from (S)-3-((S)-1-(4′-fluorobiphenyl-4-yl)ethyl)-6-(4-fluorophenyl)-6-(2-hydroxyethyl)-1,3-oxazinan-2-one following procedures analogous to those described in Example 178 using piperazin-2-one in Step 2. LC-MS Method 2 tR=1.213 min, m/z=519.23; 1H NMR (CDCl3) 1.46 (d, 3H), 2.13-2.27 (m, 3H), 2.35 (m, 2H), 2.75 (m, 1H), 2.88 (m, 1H), 3.20-3.39 (m, 3H), 3.51 (s, 2H), 3.66 (s, 2H), 5.54 (m, 1H), 6.94-7.05 (m, 6H), 7.14 (m, 2H), 7.25 (d, 2H), 7.37 (m, 2H), 7.85 (m, 1H... As a reaction SMILES: [F:1][C:2]1[CH:7]=[CH:6][C:5]([C:8]2[CH:13]=[CH:12][C:11]([C@@H:14]([N:16]3[CH2:21][CH2:20][C@@:19]([C:25]4[CH:30]=[CH:29][C:28]([F:31])=[CH:27][CH:26]=4)([CH2:22][CH2:23]O)[O:18][C:17]3=[O:32])[CH3:15])=[CH:10][CH:9]=2)=[CH:4][CH:3]=1.[NH:33]1[CH2:38][CH2:37][NH:36][CH2:35][C:34]1=[O:39]>>[F:1][C:2]1[CH:7]=[CH:6][C:5]([C:8]2[CH:13]=[CH:12][C:11]([C@@H:14]([N:16]3[CH2:21][CH2:20][C@@:19]([C:25]4[CH:30]=[CH:29][C:28]([F:31])=[CH:27][CH:26]=4)([CH2:22][CH2:23][N:36]4[CH2:37][CH2:38][NH:33][C:34](=[O:39])[CH2:35]4)[O:18][C:17]3=[O:32])[CH3:15])=[CH:10][CH:9]=2)=[CH:4][CH:3]=1. The reactants are FC1=CC=C(C=C1)C1=CC=C(C=C1)[C@H](C)N1C(O[C@@](CC1)(CCO)C1=CC=C(C=C1)F)=O ((S)-3-((S)-1-(4′-fluorobiphenyl-4-yl)ethyl)-6-(4-fluorophenyl)-6-(2-hydroxyethyl)-1,3-oxazinan-2-one), N1C(CNCC1)=O (piperazin-2-one). Isolated yield 55.1%. Reported procedure: Treatment of 1-bromo-2-chlorobenzene (5.63 g, 29.4 mmol) with (2-fluoro-6-methyoxyphenyl)boronic acid (5.0 g, 29.42 mol) generally according to the procedure described for Intermediate 37 afforded 2.0 g (29%) of 6-fluoro-2′-chlorobiphenyl-2-yl methyl ether. Treatment of 6-fluoro-2′-chlorobiphenyl-2-yl methyl ether with hydrogen bromide (50 mL, 30 wt. % in acetic acid) generally according to the procedure described for Example 395 afforded a brown oil. The oil was reacted with sodium hydride (0.3... The reactants are C(C=C)C1=C(C(=C(C=C1)F)C1=C(C=CC=C1)C)O (3-allyl-6-fluoro-2′-methylbiphenyl-2-ol), Intermediate 9, ClC=1C=C(C(=O)OO)C=CC1 (m-chloroperoxybenzoic acid), C([O-])([O-])=O.[K+].[K+] (potassium carbonate). RXN SMILES: [CH2:1]([C:4]1[CH:9]=[CH:8][C:7]([F:10])=[C:6](C2C=CC=CC=2C)[C:5]=1[OH:18])[CH:2]=[CH2:3].[Cl:19][C:20]1[CH:21]=[C:22]([CH:27]=[CH:28][CH:29]=1)C(OO)=O.C(=O)([O-])[O-:31].[K+].[K+]>>[Cl:19][C:20]1[CH:29]=[CH:28][CH:27]=[CH:22][C:21]=1[C:6]1[C:5]2[O:18][CH:2]([CH2:3][OH:31])[CH2:1][C:4]=2[CH:9]=[CH:8][C:7]=1[F:10] |f:2.3.4|. Yields the product ClC1=C(C=CC=C1)C1=C(C=CC=2CC(OC21)CO)F ((±)-[7-(2-chlorophenyl)-6-fluoro-2,3-dihydro-1-benzofuran-2-yl]methanol). Starting materials: COc1ccccc1-c1cn(S(=O)(=O)c2ccc(C)cc2)c2ncc(-c3cc(C(=O)N(C)C)c(N)nn3)cc12, CN(C)C=O, CO, [K+], [OH-]. Product: COc1ccccc1-c1c[nH]c2ncc(-c3cc(C(=O)N(C)C)c(N)nn3)cc12. RXN SMILES: [CH3:1][N:2]([C:3](=[O:4])[c:5]1[c:6]([NH2:38])[n:7][n:8][c:9](-[c:11]2[cH:12][c:13]3[c:14]([n:15][cH:16]2)[n:17]([S:28]([c:29]2[cH:30][cH:31][c:32]([CH3:33])[cH:34][cH:35]2)(=[O:36])=[O:37])[cH:18][c:19]3-[c:20]2[c:21]([O:26][CH3:27])[cH:22][cH:23][cH:24][cH:25]2)[cH:10]1)[CH3:39].[CH3:40][N:41]([CH3:42])[CH:43]=[O:44].[CH3:47][OH:48].[K+:46].[OH-:45]>>[CH3:1][N:2]([C:3](=[O:4])[c:5]1[c:6]([NH2:38])[n:7][n:8][c:9](-[c:11]2[cH:12][c:13]3[c:14]([n:15][cH:16]2)[nH:17][cH:18][c:19]3-[c:20]2[c:21]([O:26][CH3:27])[cH:22][cH:23][cH:24][cH:25]2)[cH:10]1)[CH3:39].